This data is from the Open Reaction Database (ORD), a public repository of structured organic reaction records. The task is: describe an organic reaction: reactants, conditions, products, and yield Reactants: [I-].C[S+](=O)(C)C (Trimethyl-sulphoxonium iodide), [H-].[Na+] (sodium hydride), COC=1C=C(C=CC1)/C=C/C=1N=C2N(C(C1CC)=O)C=C(C=C2)C(=O)OC (2-trans-[2-(3-methoxy-phenyl)-ethenyl]-3-ethyl-4-oxo-4H-pyrido[1,2-a]pyrimidine-7-carboxylic acid, methyl ester). Run in CN(C=O)C (dimethylformamide), CN(C=O)C (dimethylformamide), ice water. Reaction conditions: time 30 minute. Product: COC=1C=C(C=CC1)/C=C/C=1N=C2N(C(C1CC)=O)C1C(C=C2)(C(=O)OC)C1 (2-trans-[2-(3-methoxy-phenyl)-ethenyl]-3-ethyl-6,7-methylen-4-oxo-4H-pyrido[1,2-a]pyrimidine-7-carboxylic acid, methyl ester). Reaction SMILES: [I-].[CH3:2][S+](C)(C)=O.[H-].[Na+].[CH3:9][O:10][C:11]1[CH:12]=[C:13](/[CH:17]=[CH:18]/[C:19]2[N:20]=[C:21]3[CH:31]=[CH:30][C:29]([C:32]([O:34][CH3:35])=[O:33])=[CH:28][N:22]3[C:23](=[O:27])[C:24]=2[CH2:25][CH3:26])[CH:14]=[CH:15][CH:16]=1>CN(C)C=O>[CH3:9][O:10][C:11]1[CH:12]=[C:13](/[CH:17]=[CH:18]/[C:19]2[N:20]=[C:21]3[CH:31]=[CH:30][C:29]4([CH2:2][CH:28]4[N:22]3[C:23](=[O:27])[C:24]=2[CH2:25][CH3:26])[C:32]([O:34][CH3:35])=[O:33])[CH:14]=[CH:15][CH:16]=1 |f:0.1,2.3|. Procedure details: Trimethyl-sulphoxonium iodide (1 g) was reacted with 50% sodium hydride (0.22 g) in dimethylformamide (30 ml) under stirring at room temperature for 30 minutes, then a solution of 2-trans-[2-(3-methoxy-phenyl)-ethenyl]-3-ethyl-4-oxo-4H-pyrido[1,2-a]pyrimidine-7-carboxylic acid, methyl ester, m.p. 177°-179° C., (1.27 g) in dimethylformamide (20 ml) was added. The mixture was allowed to react under stirring at room temperature for 2 hours, then it was diluted with ice water and the precipitate was... Starting materials: ClC1=C2N=C(C(=NC2=CC=C1)[C@H](C)N1C(C2=CC=CC=C2C1=O)=O)C1=C(C=CC=C1)S(=O)(=O)C (2-((1S)-1-(5-chloro-3-(2-(methylsulfonyl)phenyl)quinoxalin-2-yl)ethyl)isoindoline-1,3-dione), C(#N)[Zn]C#N (dicyanozinc). The reagents and catalysts are CC(C)C1=CC(=C(C(=C1)C(C)C)C2=CC=CC=C2P(C3CCCCC3)C4CCCCC4)C(C)C.C1=CC=C([C-]=C1)CCN.Cl[Pd+] (XPhos precatalyst). Run in O1CCOCC1 (1,4-dioxane). Run at temperature 90 celsius, time 8 hour. The product is O=C1N(C(C2=CC=CC=C12)=O)[C@@H](C)C1=NC=2C=CC=C(C2N=C1C1=C(C=CC=C1)S(=O)(=O)C)C#N (2-((S)-1-(1,3-dioxoisoindolin-2-yl)ethyl)-3-(2-(methylsulfonyl)phenyl)-quinoxaline-5-carbonitrile). The yield is 51.4%. Reaction SMILES: Cl[C:2]1[CH:11]=[CH:10][CH:9]=[C:8]2[C:3]=1[N:4]=[C:5]([C:25]1[CH:30]=[CH:29][CH:28]=[CH:27][C:26]=1[S:31]([CH3:34])(=[O:33])=[O:32])[C:6]([C@@H:12]([N:14]1[C:22](=[O:23])[C:21]3[C:16](=[CH:17][CH:18]=[CH:19][CH:20]=3)[C:15]1=[O:24])[CH3:13])=[N:7]2.[C:35]([Zn]C#N)#[N:36]>CC(C1C=C(C(C)C)C(C2C(P(C3CCCCC3)C3CCCCC3)=CC=CC=2)=C(C(C)C)C=1)C.C1C=[C-]C(CCN)=CC=1.Cl[Pd+].O1CCOCC1>[O:23]=[C:22]1[C:21]2[C:16](=[CH:17][CH:18]=[CH:19][CH:20]=2)[C:15](=[O:24])[N:14]1[C@H:12]([C:6]1[C:5]([C:25]2[CH:30]=[CH:29][CH:28]=[CH:27][C:26]=2[S:31]([CH3:34])(=[O:32])=[O:33])=[N:4][C:3]2[C:2]([C:35]#[N:36])=[CH:11][CH:10]=[CH:9][C:8]=2[N:7]=1)[CH3:13] |f:2.3.4|. Procedure details: A 5 L three-necked round-bottomed flask equipped with a condenser, nitrogen inlet, overhead stirrer and thermocouple was charged with 2-((1S)-1-(5-chloro-3-(2-(methylsulfonyl)phenyl)quinoxalin-2-yl)ethyl)isoindoline-1,3-dione (400 g, 813 mmol), dicyanozinc (143 g, 1.22 mol) and 1,4-dioxane (4.0 L). The solution was stirred vigorously and degassed with Ar for 1 h. To the solution was then added XPhos precatalyst (66.1 g, 89 mmol). The mixture was then degassed with Ar for 1 h and heated to 90° C.... Starting materials: C(C)N1CC2=C(C(C1)O)C=CS2 (6-ethyl-4,5,6,7-tetrahydrothieno[2,3-c]pyridin-4-ol), ClC1=C(C=CC=C1Cl)F (2,3-dichloro-1-fluorobenzene). Yields the product Cl.ClC1=C(C=CC=C1Cl)OC1C2=C(CN(C1)CC)SC=C2 (4-(2,3-Dichlorophenyloxy)-6-ethyl-4,5,6,7-tetrahydrothieno[2,3-c]pyridine hydrochloride). Reaction SMILES: [CH2:1]([N:3]1[CH2:8][CH:7]([OH:9])[C:6]2[CH:10]=[CH:11][S:12][C:5]=2[CH2:4]1)[CH3:2].[Cl:13][C:14]1[C:19]([Cl:20])=[CH:18][CH:17]=[CH:16][C:15]=1F>>[ClH:13].[Cl:13][C:14]1[C:19]([Cl:20])=[CH:18][CH:17]=[CH:16][C:15]=1[O:9][CH:7]1[CH2:8][N:3]([CH2:1][CH3:2])[CH2:4][C:5]2[S:12][CH:11]=[CH:10][C:6]1=2 |f:2.3|. Procedure: The same method as in Example 3 was conducted using 6-ethyl-4,5,6,7-tetrahydrothieno[2,3-c]pyridin-4-ol (Reference Example 7) instead of 6-methyl-4,5,6,7-tetrahydrothieno[2,3-c]pyridin-4-ol (Reference Example 6) and was conducted using 2,3-dichloro-1-fluorobenzene instead of 1,3-difluorobenzene to give the objective compound. The reactants are O1C(C1CC=C(C)C)(C)C1C(CCC(C1OC)O)(O)CSC (2-(1,2-epoxy-1,5-dimethyl-4-hexenyl)-3-methoxy-1-methylthiomethyl-1,4-cyclohexanediol), BrC1=C(CBr)C=CC=C1 (2-bromobenzyl bromide). Product: [Br-].BrC1=C(CC[SH+]CC2(C(C(C(CC2)O)OC)C2(C(CC=C(C)C)O2)C)O)C=CC=C1 (1-(2-bromobenzyl)methylsulfoniomethyl-2-(1,2-epoxy-1,5-dimethyl-4-hexenyl)-3-methoxy-1,4-cyclohexanediol bromide). Yield: 8.3%. Reaction SMILES: [O:1]1[CH:3]([CH2:4][CH:5]=[C:6]([CH3:8])[CH3:7])[C:2]1([CH:10]1[CH:15]([O:16][CH3:17])[CH:14]([OH:18])[CH2:13][CH2:12][C:11]1([CH2:20][S:21][CH3:22])[OH:19])[CH3:9].[Br:23][C:24]1[CH:31]=[CH:30][CH:29]=[CH:28][C:25]=1[CH2:26]Br>>[Br-:23].[Br:23][C:24]1[CH:31]=[CH:30][CH:29]=[CH:28][C:25]=1[CH2:26][CH2:22][SH+:21][CH2:20][C:11]1([OH:19])[CH2:12][CH2:13][CH:14]([OH:18])[CH:15]([O:16][CH3:17])[CH:10]1[C:2]1([CH3:9])[O:1][CH:3]1[CH2:4][CH:5]=[C:6]([CH3:7])[CH3:8] |f:2.3|. Procedure: As in Example 54, 2-(1,2-epoxy-1,5-dimethyl-4-hexenyl)-3-methoxy-1-methylthiomethyl-1,4-cyclohexanediol (200 mg) was allowed to react with 2-bromobenzyl bromide (1.51 g) to give 1-(2-bromobenzyl)methylsulfoniomethyl-2-(1,2-epoxy-1,5-dimethyl-4-hexenyl)-3-methoxy-1,4-cyclohexanediol bromide (29 mg: yield 8%) as colorless powder. The reactants are N#CCOc1ccc(C=O)cc1, FC(F)(F)c1nnc2ccc(N3CCNCC3)nn12. Reaction SMILES: [CH:20](=[O:21])[c:22]1[cH:23][cH:24][c:25]([O:26][CH2:27][C:28]#[N:29])[cH:30][cH:31]1.[N:1]1([c:7]2[cH:8][cH:9][c:10]3[n:11]([n:12]2)[c:13]([C:16]([F:17])([F:18])[F:19])[n:14][n:15]3)[CH2:2][CH2:3][NH:4][CH2:5][CH2:6]1>>[N:1]1([c:7]2[cH:8][cH:9][c:10]3[n:11]([n:12]2)[c:13]([C:16]([F:17])([F:18])[F:19])[n:14][n:15]3)[CH2:2][CH2:3][N:4]([CH2:20][c:22]2[cH:23][cH:24][c:25]([O:26][CH2:27][C:28]#[N:29])[cH:30][cH:31]2)[CH2:5][CH2:6]1. The product is N#CCOc1ccc(CN2CCN(c3ccc4nnc(C(F)(F)F)n4n3)CC2)cc1. Starting materials: BrC1=CC=C(C=C1)S(F)(F)(F)(F)F (4-bromophenyl-sulfur pentafluoride), BrC1CCC(CC1)[C@@H]1CC[C@H](CC1)CCC (1-bromo-4-(trans-4-propylcyclohexyl)-cyclohexane), organozinc. Reagents/catalysts: [Zn] (zinc), [Ni](Cl)Cl (nickel(II) chloride). Solvent: O1CCCC1 (tetrahydrofuran), O1CCCC1 (tetrahydrofuran). The product is C(CC)[C@@H]1CC[C@H](CC1)[C@@H]1CC[C@H](CC1)C1=CC=C(C=C1)S(F)(F)(F)(F)F (4-(trans-4-(trans-4-propylcyclohexyl)-cyclohexyl)-phenyl-sulfur pentafluoride). RXN SMILES: Br[C:2]1[CH:7]=[CH:6][C:5]([S:8]([F:13])([F:12])([F:11])([F:10])[F:9])=[CH:4][CH:3]=1.Br[CH:15]1[CH2:20][CH2:19][CH:18]([C@H:21]2[CH2:26][CH2:25][C@H:24]([CH2:27][CH2:28][CH3:29])[CH2:23][CH2:22]2)[CH2:17][CH2:16]1>[Zn].[Ni](Cl)Cl.O1CCCC1>[CH2:27]([C@H:24]1[CH2:25][CH2:26][C@H:21]([C@H:18]2[CH2:19][CH2:20][C@H:15]([C:2]3[CH:7]=[CH:6][C:5]([S:8]([F:13])([F:12])([F:11])([F:10])[F:9])=[CH:4][CH:3]=3)[CH2:16][CH2:17]2)[CH2:22][CH2:23]1)[CH2:28][CH3:29]. Procedure: A mixture of 18.3 g of 4-bromophenyl-sulfur pentafluoride and 50 ml of tetrahydrofuran is added to a mixture of the organozinc compound prepared from 28.7 g of 1-bromo-4-(trans-4-propylcyclohexyl)-cyclohexane and 7 g of zinc, 13 g of nickel(II) chloride and tetrahydrofuran, and the mixture is heated at the boil for 5 hours. Working up in the customary manner gives 4-(trans-4-(trans-4-propylcyclohexyl)-cyclohexyl)-phenyl-sulfur pentafluoride. Reactants: C(CC)C=1C=2CCCCC2C(=C2C=C(C(=CC12)I)I)CCC (9,10-Dipropyl-2,3-diiodo-5,6,7,8-tetrahydroanthracene), ClC=1C(C(=C(C(C1Cl)=O)C#N)C#N)=O (2,3-dichloro-5,6-dicyanobenzoquinone). The solvent is O1CCOCC1 (1,4-dioxane). Yields the product C(CC)C=1C2=CC=CC=C2C(=C2C=C(C(=CC12)I)I)CCC (9,10-Dipropyl-2,3-diiodoanthracene). Isolated yield 42.4%. As a reaction SMILES: [CH2:1]([C:4]1[C:5]2[CH2:6][CH2:7][CH2:8][CH2:9][C:10]=2[C:11]([CH2:20][CH2:21][CH3:22])=[C:12]2[C:17]=1[CH:16]=[C:15]([I:18])[C:14]([I:19])=[CH:13]2)[CH2:2][CH3:3].ClC1C(=O)C(C#N)=C(C#N)C(=O)C=1Cl>O1CCOCC1>[CH2:20]([C:11]1[C:10]2[C:5]([C:4]([CH2:1][CH2:2][CH3:3])=[C:17]3[C:12]=1[CH:13]=[C:14]([I:19])[C:15]([I:18])=[CH:16]3)=[CH:6][CH:7]=[CH:8][CH:9]=2)[CH2:21][CH3:22]. Reported procedure: 9,10-Dipropyl-2,3-diiodo-5,6,7,8-tetrahydroanthracene (0.259 g, 0.5 mmol), 2,3-dichloro-5,6-dicyanobenzoquinone (0.341 g, 1.5 mmol) and 1,4-dioxane (3 ml) were charged in a reactor. Then, the mixture was refluxed for an hour. After cooling, the precipitates were removed by filtration. The solvent in the mixture was removed in vacuum. Column chromatography (hexane) was performed to give the title compound (0.109 g) as a light yellow solid. The isolation yield was 42%.